From a dataset of the Open Reaction Database (ORD), a public repository of structured organic reaction records. describe an organic reaction: reactants, conditions, products, and yield The reactants are N(=NC(C(=O)[O-])(CC)C)C(C(=O)[O-])(CC)C (2,2′-azobis(methyl 2-methylpropionate)), C(C(=C)C)(=O)OC(C)(C)C (tert-butyl methacrylate), C(C(=C)C)(=O)OCC1CO1 (glycidyl methacrylate), C(C(=C)C)(=O)OCC1=CC=CC=C1 (benzyl methacrylate). Run in C(C(C)C)C(=O)C (methyl isobutyl ketone), CCCCCCC (heptane). Conditions: time 6 hour. Yields the product C(C(=C)C)(=O)OC(C)(C)C.C(C(=C)C)(=O)OCC1CO1.C(C(=C)C)(=O)OCC1=CC=CC=C1 (tert-butyl methacrylate glycidyl methacrylate benzyl methacrylate), C(C)(=O)OC(COC)C (propylene glycol monomethyl ether acetate). RXN SMILES: [C:1]([O:6][C:7]([CH3:10])([CH3:9])[CH3:8])(=[O:5])[C:2]([CH3:4])=[CH2:3].[C:11]([O:16][CH2:17][CH:18]1[O:20][CH2:19]1)(=[O:15])[C:12]([CH3:14])=[CH2:13].[C:21]([O:26][CH2:27][C:28]1[CH:33]=[CH:32][CH:31]=[CH:30][CH:29]=1)(=[O:25])[C:22]([CH3:24])=[CH2:23].N(C(C)(CC)C([O-])=O)=NC(C)(CC)[C:37]([O-])=[O:38]>CCCCCCC.C(C(C)=O)C(C)C>[C:1]([O:6][C:7]([CH3:10])([CH3:9])[CH3:8])(=[O:5])[C:2]([CH3:4])=[CH2:3].[C:11]([O:16][CH2:17][CH:18]1[O:20][CH2:19]1)(=[O:15])[C:12]([CH3:14])=[CH2:13].[C:21]([O:26][CH2:27][C:28]1[CH:29]=[CH:30][CH:31]=[CH:32][CH:33]=1)(=[O:25])[C:22]([CH3:24])=[CH2:23].[C:1]([O:6][CH:7]([CH3:10])[CH2:8][O:38][CH3:37])(=[O:5])[CH3:2] |f:6.7.8|. Procedure: Into a 500 ml-volume three-neck flask, 42.7 g (0.3 mol) of tert-butyl methacrylate, 21.3 g (0.15 mol) of glycidyl methacrylate, 26.4 g (0.15 mol) of benzyl methacrylate and 300 ml of methyl isobutyl ketone were charged. A catalytic amount of 2,2′-azobis(methyl 2-methylpropionate) was added thereto as a radical polymerization initiator, and polymerization was allowed to proceed at 80° C. for 6 hours in a nitrogen stream. The reaction solution was cooled and then poured in a large amount of heptan... Starting materials: C12(CC3CC(CC(C1)C3)C2)C=2C=C(C=CC2OC)C2(COC3=C2C=CC(=C3)C(=O)OC)C (methyl 3-[3-(1-adamantyl)-4-methoxyphenyl]-3-methyl-2H-1-benzofuran-6-carboxylate), [OH-].[Na+] (sodium hydroxide), [OH-].[Li+] (lithium hydroxide). Yields the product C12(CC3CC(CC(C1)C3)C2)C=2C=C(C=CC2OC)C2(COC3=C2C=CC(=C3)C(=O)O)C (3-[3-(1-adamantyl)-4-methoxyphenyl]-3-methyl-2H-1-benzofuran-6-carboxylic acid). RXN SMILES: [C:1]12([C:11]3[CH:12]=[C:13]([C:19]4([CH3:32])[C:23]5[CH:24]=[CH:25][C:26]([C:28]([O:30]C)=[O:29])=[CH:27][C:22]=5[O:21][CH2:20]4)[CH:14]=[CH:15][C:16]=3[O:17][CH3:18])[CH2:10][CH:5]3[CH2:6][CH:7]([CH2:9][CH:3]([CH2:4]3)[CH2:2]1)[CH2:8]2.[OH-].[Na+].[OH-].[Li+]>>[C:1]12([C:11]3[CH:12]=[C:13]([C:19]4([CH3:32])[C:23]5[CH:24]=[CH:25][C:26]([C:28]([OH:30])=[O:29])=[CH:27][C:22]=5[O:21][CH2:20]4)[CH:14]=[CH:15][C:16]=3[O:17][CH3:18])[CH2:10][CH:5]3[CH2:4][CH:3]([CH2:9][CH:7]([CH2:6]3)[CH2:8]1)[CH2:2]2 |f:1.2,3.4|. Procedure details: A mixture of methyl 3-[3-(1-adamantyl)-4-methoxyphenyl]-3-methyl-2H-1-benzofuran-6-carboxylate (62 mg, 0.14 mmol), sodium hydroxide (0.012 g, 0.3 mmol) and lithium hydroxide (0.012 g, 0.28 mmol) is refluxed for 6 h. The mixture is concentrated on a rotary evaporator under vacuum at 40° C. 10 ml of water and 10 ml of ethyl acetate are added. The mixture is acidified with concentrated hydrochloric acid solution to pH=1. After separation of the phases by settling, the organic phase is washed twice ... Reactants: C(C1=CC=CC=C1)N1C(=NC(=C1C1=C(C=C(C=C1)F)F)Br)C (1-benzyl-2-methyl bromo-5-(2,4-difluorophenyl)-1H-imidazole), C(#N)N(C1=C(C=CC(=C1)B1OCC(CO1)(C)C)[N+](=O)[O-])CC(C)C (N-[cyano]N-[isobutyl]2-nitro-5-(5,5-dimethyl-[1,3,2]dioxaborinan-2-yl)aniline), C([O-])([O-])=O.[K+].[K+] (potassium carbonate). Reagents/catalysts: C(C)(=O)[O-].[Pd+2].C(C)(=O)[O-] (palladium(II)acetate), C(C)(C)(C)P(C(C)(C)C)[C-]1C=CC=C1.[CH-]1C=CC=C1.[Fe+2] (di-tert-butylphosphinoferrocene). Solvent: O1CCOCC1 (dioxane). Product: C(C1=CC=CC=C1)N1C(=NC(=C1C1=C(C=C(C=C1)F)F)C1=CC(=C(C=C1)[N+](=O)[O-])N(C#N)CC(C)C)C (1-Benzyl-2-methyl-4-(3-(N-[isobutyl]-N-[cyano]amino)-4-nitrophenyl)-5-(2,4-difluorophenyl)-1H-imidazole). The yield is 42.9%. Reaction SMILES: [CH2:1]([N:8]1[C:12]([C:13]2[CH:18]=[CH:17][C:16]([F:19])=[CH:15][C:14]=2[F:20])=[C:11](Br)[N:10]=[C:9]1[CH3:22])[C:2]1[CH:7]=[CH:6][CH:5]=[CH:4][CH:3]=1.[C:23]([N:25]([CH2:43][CH:44]([CH3:46])[CH3:45])[C:26]1[CH:31]=[C:30](B2OCC(C)(C)CO2)[CH:29]=[CH:28][C:27]=1[N+:40]([O-:42])=[O:41])#[N:24].C(=O)([O-])[O-].[K+].[K+]>O1CCOCC1.C([O-])(=O)C.[Pd+2].C([O-])(=O)C.C(P([C-]1C=CC=C1)C(C)(C)C)(C)(C)C.[CH-]1C=CC=C1.[Fe+2]>[CH2:1]([N:8]1[C:12]([C:13]2[CH:18]=[CH:17][C:16]([F:19])=[CH:15][C:14]=2[F:20])=[C:11]([C:30]2[CH:29]=[CH:28][C:27]([N+:40]([O-:42])=[O:41])=[C:26]([N:25]([CH2:43][CH:44]([CH3:46])[CH3:45])[C:23]#[N:24])[CH:31]=2)[N:10]=[C:9]1[CH3:22])[C:2]1[CH:7]=[CH:6][CH:5]=[CH:4][CH:3]=1 |f:2.3.4,6.7.8,9.10.11|. Procedure: Heat 1-benzyl-2-methyl bromo-5-(2,4-difluorophenyl)-1H-imidazole (0.321 g, 0.885 mmol), N-[cyano]N-[isobutyl]2-nitro-5-(5,5-dimethyl-[1,3,2]dioxaborinan-2-yl)aniline (0.352 g, 1.06 mmol), palladium(II)acetate (0.0099 g, 0.044 mmol), di-tert-butylphosphinoferrocene (0.058 g, 0.177 mmol), and potassium carbonate (0.45 g, 3.26 mmol) in dioxane (10 mL) to 100° C. for 20 hours. Cool to room temperature and concentrate under reduced pressure. Subject residue to silica gel chromatography, eluting with ...